From a dataset of the Open Reaction Database (ORD), a public repository of structured organic reaction records. describe an organic reaction: reactants, conditions, products, and yield Run at time 2 hour. The yield is 113.1%. Starting materials: C(C1=CC=CC=C1)OC(CC1(CCCC1)C(=O)NCC(C(=O)OC(C)(C)C)CC1=CC(=CC(=C1)Cl)Cl)=O (tert-butyl 3-(1-(2-(benzyloxy)-2-oxoethyl)cyclopentanecarboxamido)-2-(3,5-dichlorobenzyl)propanoate), CC=1C(=C(C(=C(C1)C)C)C)C (pentamethylbenzene). Reagents/catalysts: [Pd] (Pd/C). Reaction SMILES: C(OC(=O)CC1(C(N[CH2:19][CH:20]([CH2:28][C:29]2[CH:34]=[C:33]([Cl:35])[CH:32]=[C:31]([Cl:36])[CH:30]=2)[C:21]([O:23]C(C)(C)C)=[O:22])=O)CCCC1)C1C=CC=CC=1.CC1C(C)=C(C)C(C)=C(C)C=1>C(O)(C(F)(F)F)=O.CCOC(C)=O.[Pd]>[Cl:35][C:33]1[CH:34]=[C:29]([CH:30]=[C:31]([Cl:36])[CH:32]=1)[CH2:28][CH:20]([CH3:19])[C:21]([OH:23])=[O:22]. Yields the product ClC=1C=C(CC(C(=O)O)C)C=C(C1)Cl (2-(3,5-dichlorobenzyl)propanoic acid). Solvent: CCOC(=O)C (EtOAc), C(=O)(C(F)(F)F)O (TFA). Procedure details: To a solution of tert-butyl 3-(1-(2-(benzyloxy)-2-oxoethyl)cyclopentanecarboxamido)-2-(3,5-dichlorobenzyl)propanoate (130 mg, 0.237 mmol) in TFA (1.5 ml), pentamethylbenzene (351 mg, 2.370 mmol) was added at room temperature. After stirred for 2 hr, the reaction mixture was concentrated under reduced pressure. The obtained crude material was hydrogenated under hydrogen atmosphere (1 atm) with Pd/C in EtOAc for 0.5 hr at room temperature. The reaction mixture was filtered, and the filtered cake w... Starting materials: COC1=CC=C(C=C1)C(C1=CC=CC=2CCCCC12)C1=CC(=C(C=C1)O)C ((4-methoxyphenyl)-(3-methyl-4-hydroxyphenyl)-5,6,7,8-tetrahydronaphth-1-yl-methane), C(Cl)C1CO1 (epichlorohydrin), C(=O)([O-])[O-].[K+].[K+] (K2CO3). Solvent: C(C)(=O)OCC (ethyl acetate). Reaction conditions: temperature 120 celsius. Yields the product COC1=CC=C(C=C1)C(C1=CC=CC=2CCCCC12)C1=CC=C(C=C1)OCC1CO1 ((4-Methoxyphenyl)-(4-(2,3-epoxy-propyloxy)phenyl)-5,6,7,8-tetrahydronaphth-1-yl-methane). RXN SMILES: [CH3:1][O:2][C:3]1[CH:8]=[CH:7][C:6]([CH:9]([C:20]2[CH:25]=[CH:24][C:23]([OH:26])=[C:22](C)[CH:21]=2)[C:10]2[C:19]3[CH2:18][CH2:17][CH2:16][CH2:15][C:14]=3[CH:13]=[CH:12][CH:11]=2)=[CH:5][CH:4]=1.[CH2:28]([CH:30]1[O:32][CH2:31]1)Cl.C([O-])([O-])=O.[K+].[K+]>C(OCC)(=O)C>[CH3:1][O:2][C:3]1[CH:8]=[CH:7][C:6]([CH:9]([C:20]2[CH:21]=[CH:22][C:23]([O:26][CH2:28][CH:30]3[O:32][CH2:31]3)=[CH:24][CH:25]=2)[C:10]2[C:19]3[CH2:18][CH2:17][CH2:16][CH2:15][C:14]=3[CH:13]=[CH:12][CH:11]=2)=[CH:5][CH:4]=1 |f:2.3.4|. Procedure details: A mixture of (4-methoxyphenyl)-(3-methyl-4-hydroxyphenyl)-5,6,7,8-tetrahydronaphth-1-yl-methane (410 mg, 0.001 mol), epichlorohydrin (25 ml) and anhydrous K2CO3 (2.0 gm, 0.014 mol) was refluxed at 120° C. for 6 hrs, K2CO3 was filtered off and the filtrate was concentrated. The residue obtained was dissolved in ethyl acetate and washed with water, dried over sodium sulphate and concentrated to give an oil which was chromatographed over silica gel using hexane:chloroform as the eluent to give the ... Reactants: C(C1=CC=CC=C1)OC1=C(OC2=CC(=CC=C2C1=O)CCC(CCCC(C)C)C)C1=CC(=C(C(=C1)OC)OCC1=CC=CC=C1)OC (3-Benzyloxy-2-(4-benzyloxy-3,5-dimethoxy-phenyl)-7-(3,7-dimethyl-octyl)-chromen-4-one), B(Br)(Br)Br (boron tribromide), CO (methanol). The solvent is ClCCl (dichloromethane). Run at time 23 hour. Product: CC(CCC1=CC=C2C(C(=C(OC2=C1)C1=CC(=C(C(=C1)O)O)O)O)=O)CCCC(C)C (7-(3,7-Dimethyl-octyl)-3-hydroxy-2-(3,4,5-trihydroxy-phenyl)-chromen-4-one). As a reaction SMILES: C([O:8][C:9]1[C:18](=[O:19])[C:17]2[C:12](=[CH:13][C:14]([CH2:20][CH2:21][CH:22]([CH3:29])[CH2:23][CH2:24][CH2:25][CH:26]([CH3:28])[CH3:27])=[CH:15][CH:16]=2)[O:11][C:10]=1[C:30]1[CH:35]=[C:34]([O:36]C)[C:33]([O:38]CC2C=CC=CC=2)=[C:32]([O:46]C)[CH:31]=1)C1C=CC=CC=1.B(Br)(Br)Br.CO>ClCCl>[CH3:29][CH:22]([CH2:23][CH2:24][CH2:25][CH:26]([CH3:28])[CH3:27])[CH2:21][CH2:20][C:14]1[CH:13]=[C:12]2[C:17]([C:18](=[O:19])[C:9]([OH:8])=[C:10]([C:30]3[CH:35]=[C:34]([OH:36])[C:33]([OH:38])=[C:32]([OH:46])[CH:31]=3)[O:11]2)=[CH:16][CH:15]=1. Reported procedure: To a stirring solution of 47 (0.028 g, 0.05 mmol) in dichloromethane (1 ml) under argon at 0° C. was added boron tribromide (1.0M in DCM, 0.7 ml, 14 eq). The reaction was then warmed to room temperature and stirred for 23 hours. The mixture was then cooled to 0° C., methanol (1 ml) added heated to reflux for 2 hours. The reaction was then cooled and concentrated in vacuo to give a solid that was chromatographed (silica gel, DCM:methanol, 19:1) to give 9g* (0.008g, 37%) as a yellow solid. Reactants: C(C)(C)(C)OC(=O)NC1=NC(=NS1)/C(/C(=O)O)=N/OCC(=O)OC(C)(C)C (2-(tert-butoxycarbonylamino-1,2,4-thiadiazol-3-yl)-2(Z)-(tert-butoxycarbonylmethoxyimino)acetic acid), P(Cl)(Cl)(Cl)(Cl)Cl (phosphorus pentachloride), N,O-bistrimethylsilylacetamide, N[C@H]1[C@@H]2N(C(=C(CS2)COC(CC(C)=O)=O)C(=O)O)C1=O (7β-amino-3-(3-oxobutyryloxymethyl)-3-cephem-4-carboxylic acid). Solvent: ClCCl (dichloromethane), ClCCl (dichloromethane). Conditions: time 20 minute. The product is C(C)(C)(C)OC(=O)NC1=NC(=NS1)/C(/C(=O)N[C@H]1[C@@H]2N(C(=C(CS2)COC(CC(C)=O)=O)C(=O)O)C1=O)=N/OCC(=O)OC(C)(C)C (7β-[2-(5-tert-butoxycarbonylamino-1,2,4-thiadiazol-3-yl)-2(Z)-(tert-butoxycarbonylmethoxyimino)acetamido]-3-(3-oxobutyryloxymethyl)-3-cephem-4-carboxylic acid). Yield: 103.5%. As a reaction SMILES: [C:1]([O:5][C:6]([NH:8][C:9]1[S:13][N:12]=[C:11](/[C:14](=[N:18]/[O:19][CH2:20][C:21]([O:23][C:24]([CH3:27])([CH3:26])[CH3:25])=[O:22])/[C:15](O)=[O:16])[N:10]=1)=[O:7])([CH3:4])([CH3:3])[CH3:2].P(Cl)(Cl)(Cl)(Cl)Cl.[NH2:34][C@@H:35]1[C:53](=[O:54])[N:37]2[C:38]([C:50]([OH:52])=[O:51])=[C:39]([CH2:42][O:43][C:44](=[O:49])[CH2:45][C:46](=[O:48])[CH3:47])[CH2:40][S:41][C@H:36]12>ClCCl>[C:1]([O:5][C:6]([NH:8][C:9]1[S:13][N:12]=[C:11](/[C:14](=[N:18]/[O:19][CH2:20][C:21]([O:23][C:24]([CH3:27])([CH3:26])[CH3:25])=[O:22])/[C:15]([NH:34][C@@H:35]2[C:53](=[O:54])[N:37]3[C:38]([C:50]([OH:52])=[O:51])=[C:39]([CH2:42][O:43][C:44](=[O:49])[CH2:45][C:46](=[O:48])[CH3:47])[CH2:40][S:41][C@H:36]23)=[O:16])[N:10]=1)=[O:7])([CH3:4])([CH3:3])[CH3:2]. Procedure: To a solution of 13 g of 2-(tert-butoxycarbonylamino-1,2,4-thiadiazol-3-yl)-2(Z)-(tert-butoxycarbonylmethoxyimino)acetic acid in 100 ml of dichloromethane, 7 g of phosphorus pentachloride is added and the mixture is stirred for 20 minutes under ice-cooling. The reaction mixture is evaporated to dryness and to the residue is added hexane and the solvent is evaporated off again. The residue is dissolved in 5 ml of dichloromethane and the solution is added under ice-cooling to a solution prepared b... Reactants: N#Cc1cc(F)c(Cl)cc1F, OC(CCCl)c1ccsc1. The product is N#Cc1cc(F)c(Cl)cc1OC(CCCl)c1ccsc1. Reaction SMILES: [Cl:11][c:12]1[cH:13][c:14]([F:21])[c:15]([C:16]#[N:17])[cH:18][c:19]1[F:20].[Cl:1][CH2:2][CH2:3][CH:4]([OH:5])[c:6]1[cH:7][s:8][cH:9][cH:10]1>>[Cl:1][CH2:2][CH2:3][CH:4]([O:5][c:14]1[cH:13][c:12]([Cl:11])[c:19]([F:20])[cH:18][c:15]1[C:16]#[N:17])[c:6]1[cH:7][s:8][cH:9][cH:10]1. The reactants are CO, CN(C(=O)C(C)(C)c1cc(C(F)(F)F)cc(C(F)(F)F)c1)c1cnc(N2CC3COCCN3CC2CO[Si](C)(C)C(C)(C)C)cc1-c1ccccc1CO. Product: CN(C(=O)C(C)(C)c1cc(C(F)(F)F)cc(C(F)(F)F)c1)c1cnc(N2CC3COCCN3CC2CO)cc1-c1ccccc1CO. As a reaction SMILES: [CH3:55][OH:56].[F:1][C:2]([c:3]1[cH:4][c:5]([C:13]([C:14](=[O:15])[N:16]([CH3:17])[c:18]2[cH:19][n:20][c:21]([N:32]3[CH2:33][CH:34]4[CH2:35][O:36][CH2:37][CH2:38][N:39]4[CH2:40][CH:41]3[CH2:42][O:43][Si:44]([C:45]([CH3:46])([CH3:47])[CH3:48])([CH3:49])[CH3:50])[cH:22][c:23]2-[c:24]2[c:25]([CH2:30][OH:31])[cH:26][cH:27][cH:28][cH:29]2)([CH3:51])[CH3:52])[cH:6][c:7]([C:9]([F:10])([F:11])[F:12])[cH:8]1)([F:53])[F:54]>>[F:1][C:2]([c:3]1[cH:4][c:5]([C:13]([C:14](=[O:15])[N:16]([CH3:17])[c:18]2[cH:19][n:20][c:21]([N:32]3[CH2:33][CH:34]4[CH2:35][O:36][CH2:37][CH2:38][N:39]4[CH2:40][CH:41]3[CH2:42][OH:43])[cH:22][c:23]2-[c:24]2[c:25]([CH2:30][OH:31])[cH:26][cH:27][cH:28][cH:29]2)([CH3:51])[CH3:52])[cH:6][c:7]([C:9]([F:10])([F:11])[F:12])[cH:8]1)([F:53])[F:54]. Starting materials: CCOC(=O)C (EtOAc), C1=CC=C2C(=C1)C(=O)C(C2=O)(O)O (ninhydrin), CS(=O)(=O)OC[C@H]1OC(OC1)(C)C ((S)-(2,2-dimethyl-1,3-dioxolan-4-yl)methyl methanesulfonate), C(C1=CC=CC=C1)N (benzylamine). Reagents/catalysts: [O-][Mo](=O)(=O)[O-] (molybdate). The solvent is CC#N (CH3CN). Product: C(C1=CC=CC=C1)NC[C@H]1OC(OC1)(C)C ((R)—N-benzyl-1-(2,2-dimethyl-1,3-dioxolan-4-yl)methanamine). Isolated yield 81.1%. As a reaction SMILES: CS(O[CH2:6][C@@H:7]1[CH2:11][O:10][C:9]([CH3:13])([CH3:12])[O:8]1)(=O)=O.[CH2:14]([NH2:21])[C:15]1[CH:20]=[CH:19][CH:18]=[CH:17][CH:16]=1.CCOC(C)=O.C1C=C2C(C(O)(O)C(=O)C2=CC=1)=O>CC#N.[O-][Mo]([O-])(=O)=O>[CH2:14]([NH:21][CH2:6][C@@H:7]1[CH2:11][O:10][C:9]([CH3:12])([CH3:13])[O:8]1)[C:15]1[CH:20]=[CH:19][CH:18]=[CH:17][CH:16]=1. Procedure: The title compound was prepared in the same way as that method described for preparing the (S)-enantiomer (M. Lemaire, F. Posada, J.-G. Gourcy and G. Jeminet, Synlett, 1995, 627). A solution of (S)-(2,2-dimethyl-1,3-dioxolan-4-yl)methyl methanesulfonate (3.0 g, 14.27 mmol) and benzylamine (6.23 ml, 57.1 mmol) were refluxed together in CH3CN (38 ml) for 48 h. Tlc (EtOAc-hex 8:2) showed a new product (uv/molybdate or ninhydrin) with Rf ˜0.3 together with a little higher running sm. The solvent was... Reactants: [BH4-], O=Cc1ccc(Br)nc1, CO, [Na+]. Product: OCc1ccc(Br)nc1. As a reaction SMILES: [BH4-:10].[Br:1][c:2]1[cH:3][cH:4][c:5]([CH:8]=[O:9])[cH:6][n:7]1.[CH3:12][OH:13].[Na+:11]>>[Br:1][c:2]1[cH:3][cH:4][c:5]([CH2:8][OH:9])[cH:6][n:7]1. Reaction SMILES: [CH3:1][O:2][c:3]1[cH:4][cH:5][c:6]([CH:9]2[NH:10][CH2:11][CH2:12][c:13]3[cH:14][cH:15][cH:16][cH:17][c:18]32)[cH:7][cH:8]1.[Cl:29][CH2:30][Cl:31].[F:19][c:20]1[cH:21][cH:22][c:23]([N:26]=[C:27]=[O:28])[cH:24][cH:25]1>>[CH3:1][O:2][c:3]1[cH:4][cH:5][c:6]([CH:9]2[N:10]([C:27]([NH:26][c:23]3[cH:22][cH:21][c:20]([F:19])[cH:25][cH:24]3)=[O:28])[CH2:11][CH2:12][c:13]3[cH:14][cH:15][cH:16][cH:17][c:18]32)[cH:7][cH:8]1. Product: COc1ccc(C2c3ccccc3CCN2C(=O)Nc2ccc(F)cc2)cc1. The reactants are COc1ccc(C2NCCc3ccccc32)cc1, ClCCl, O=C=Nc1ccc(F)cc1. Starting materials: COC=1C=C2C(=CNC2=CC1)CC1CNCCC1 (5-methoxy-3-(piperidin-3-ylmethyl)-1H-indole), C([O-])(O)=O.[Na+] (sodium bicarbonate), ClCCCC1(OCCO1)C1=CC=C(C=C1)F (2-(3-chloropropyl)-2-(4-fluorophenyl)-1,3-dioxolane). The solvent is CN(C=O)C (dimethylformamide), O1CCCC1 (tetrahydrofuran). Yields the product COC=1C=C2C(=CNC2=CC1)CC1CN(CCC1)CCCC(=O)C1=CC=C(C=C1)F (5-methoxy-3-[N-(4-(4-fluoro-phenyl)-4-oxo-butyl)piperidin-3-ylmethyl]-1-H-indole). As a reaction SMILES: [CH3:1][O:2][C:3]1[CH:4]=[C:5]2[C:9](=[CH:10][CH:11]=1)[NH:8][CH:7]=[C:6]2[CH2:12][CH:13]1[CH2:18][CH2:17][CH2:16][NH:15][CH2:14]1.C(=O)(O)[O-].[Na+].Cl[CH2:25][CH2:26][CH2:27][C:28]1([C:33]2[CH:38]=[CH:37][C:36]([F:39])=[CH:35][CH:34]=2)OCC[O:29]1>CN(C)C=O.O1CCCC1>[CH3:1][O:2][C:3]1[CH:4]=[C:5]2[C:9](=[CH:10][CH:11]=1)[NH:8][CH:7]=[C:6]2[CH2:12][CH:13]1[CH2:18][CH2:17][CH2:16][N:15]([CH2:25][CH2:26][CH2:27][C:28]([C:33]2[CH:34]=[CH:35][C:36]([F:39])=[CH:37][CH:38]=2)=[O:29])[CH2:14]1 |f:1.2|. Reported procedure: A mixture of compound of Description 6 [5-methoxy-3-(piperidin-3-ylmethyl)-1H-indole] (2 g; 0.0082 mol), sodium bicarbonate (0.68 g; 0.0082 mol), KI (0.087 g; 0.00053 mol) and 2-(3-chloropropyl)-2-(4-fluorophenyl)-1,3-dioxolane [2.2 g (1,8 ml); 0.009 mol] in dry dimethylformamide (25 ml) and tetrahydrofuran (25 ml), was heated under reflux for 5 hours. After evaporation under vacuum, the residue was flash chromatographed on silica gel using as eluent methylene chloride/methanol/ammonia (95/5/0.5...